Dataset: the Open Reaction Database (ORD), a public repository of structured organic reaction records. Task: describe an organic reaction: reactants, conditions, products, and yield Reactants: ClCC(=O)OC (methyl chloroacetate), C[O-].[Na+] (sodium methoxide), C(CCC)O (n-butanol). Run at temperature 25 celsius, time 6.5 hour. Product: COCC(=O)OCCCC (n-Butyl methoxyacetate). Isolated yield 75.0%. RXN SMILES: Cl[CH2:2][C:3]([O:5][CH3:6])=[O:4].[CH3:7][O-:8].[Na+].C(O)[CH2:11][CH2:12][CH3:13]>>[CH3:7][O:8][CH2:2][C:3]([O:5][CH2:6][CH2:11][CH2:12][CH3:13])=[O:4] |f:1.2|. Procedure details: 542.5 g (5.0 mol) of methyl chloroacetate are initially introduced and stirred at 25° C. 945.4 g (5.25 mol) of 30% strength sodium methoxide solution are added dropwise in the course of 2.5 h such that a reaction temperature of 65° C. is not exceeded. After the addition, stirring is continued at reflux temperature for a further 3 h. 518.8 g of methanol are then removed from the reaction mixture by distillation. 741.2 g (10 mol) of n-butanol are added to the residue and the mixture is heated unde... RXN SMILES: [C:1]([O:5][C:6]([N:8]1[CH2:12][CH2:11][CH:10]([C:13]2[CH:18]=[CH:17][C:16]([S:19]([C:22]3[CH:27]=[CH:26][CH:25]=[C:24]([F:28])[CH:23]=3)(=[O:21])=[O:20])=[CH:15][C:14]=2[OH:29])[CH2:9]1)=[O:7])([CH3:4])([CH3:3])[CH3:2].[BH4-].[Li+].OS([O-])(=O)=O.[K+].[O-]S([O-])(=O)=O.[Na+].[Na+].C1C[O:48][CH2:47][CH2:46]1>>[C:1]([O:5][C:6]([N:8]1[CH2:12][CH2:11][CH:10]([C:13]2[CH:18]=[CH:17][C:16]([S:19]([C:22]3[CH:27]=[CH:26][CH:25]=[C:24]([F:28])[CH:23]=3)(=[O:21])=[O:20])=[CH:15][C:14]=2[O:29][CH2:46][CH2:47][OH:48])[CH2:9]1)=[O:7])([CH3:4])([CH3:2])[CH3:3] |f:1.2,3.4.5.6.7|. Yields the product C(C)(C)(C)OC(=O)N1CC(CC1)C1=C(C=C(C=C1)S(=O)(=O)C1=CC(=CC=C1)F)OCCO (3-[4-(3-fluoro-benzenesulfonyl)-2-(2-hydroxy-ethoxy)-phenyl]-pyrrolidine-1-carboxylic acid tert-butyl ester). The yield is 91.0%. Reaction conditions: time 6 hour. Procedure: 3-[4-(3-Fluoro-benzenesulfonyl)-2-hydroxy-phenyl]-pyrrolidine-1-carboxylic acid tert-butyl ester (120 mg) was dissolved in THF (2 mL) and lithiumborohydride (7.94 mg, 0.365 mmol) was added under argon atmosphere. The reaction mixture was stirred at room temperature for 6 hours, then cooled to 0-5° C. and a solution of 10% KHSO4/Na2SO4 was carefully added until pH 2 was reached. The resulting mixture was extracted with EtOAc, and the combined organic extracts were washed with brine, dried over Na... Starting materials: [BH4-].[Li+] (lithiumborohydride), C(C)(C)(C)OC(=O)N1CC(CC1)C1=C(C=C(C=C1)S(=O)(=O)C1=CC(=CC=C1)F)O (3-[4-(3-Fluoro-benzenesulfonyl)-2-hydroxy-phenyl]-pyrrolidine-1-carboxylic acid tert-butyl ester), C1CCOC1 (THF), OS(=O)(=O)[O-].[K+].[O-]S(=O)(=O)[O-].[Na+].[Na+] (KHSO4 Na2SO4). The reactants are solution, C(CCC)[Li] (n-butyllithium), O1C=CC=C1 (furan), CC1=CC=CC(=N1)OS(=O)(=O)C(F)(F)F (trifluoromethanesulfonic acid 6-methylpyridin-2-yl ester), tetrakis-(triphenylphosphine)palladium, solution. Reagents/catalysts: [Cl-].[Cl-].[Zn+2] (zinc dichloride). The solvent is CCCCCC (hexane), O1CCCC1 (tetrahydrofuran), O1CCCC1 (tetrahydrofuran), O1CCCC1 (tetrahydrofuran). Run at temperature 0 celsius, time 3 hour. The product is O1C(=CC=C1)C1=NC(=CC=C1)C (2-furan-2-yl-6-methylpyridine). The yield is 81.5%. As a reaction SMILES: C([Li])CCC.[O:6]1[CH:10]=[CH:9][CH:8]=[CH:7]1.[CH3:11][C:12]1[N:17]=[C:16](OS(C(F)(F)F)(=O)=O)[CH:15]=[CH:14][CH:13]=1>CCCCCC.O1CCCC1.[Cl-].[Cl-].[Zn+2]>[O:6]1[CH:10]=[CH:9][CH:8]=[C:7]1[C:16]1[CH:15]=[CH:14][CH:13]=[C:12]([CH3:11])[N:17]=1 |f:5.6.7|. Reported procedure: 40 ml of a 1.6 M solution of n-butyllithium in hexane are introduced dropwise into a solution of 4.36 ml of furan (60 mmol) and 40 ml of tetrahydrofuran cooled to 0° C. The solution is stirred for 3 hours at 0° C. and then it is cooled to -40° C. before introducing 120 ml of a 0.5 M solution of zinc dichloride in tetrahydrofuran. The mixture is stirred for 2 hours at room temperature and then the reaction mixture is added to a solution of 9.17 g of trifluoromethanesulfonic acid 6-methylpyridin-2... Starting materials: N#CC1CC(F)CN1C(=O)CNC12CCC(C(=O)O)(CC1)CC2, N#Cc1ccc(N)cc1. Product: N#Cc1ccc(NC(=O)C23CCC(NCC(=O)N4CC(F)CC4C#N)(CC2)CC3)cc1. RXN SMILES: [C:1](=[O:2])([OH:3])[C:4]12[CH2:5][CH2:6][C:7]([NH:12][CH2:13][C:14](=[O:15])[N:16]3[CH:17]([C:22]#[N:23])[CH2:18][CH:19]([F:21])[CH2:20]3)([CH2:8][CH2:9]1)[CH2:10][CH2:11]2.[NH2:24][c:25]1[cH:26][cH:27][c:28]([C:29]#[N:30])[cH:31][cH:32]1>>[C:1](=[O:3])([C:4]12[CH2:5][CH2:6][C:7]([NH:12][CH2:13][C:14](=[O:15])[N:16]3[CH:17]([C:22]#[N:23])[CH2:18][CH:19]([F:21])[CH2:20]3)([CH2:8][CH2:9]1)[CH2:10][CH2:11]2)[NH:24][c:25]1[cH:26][cH:27][c:28]([C:29]#[N:30])[cH:31][cH:32]1. Reactants: [H-].[Al+3].[Li+].[H-].[H-].[H-] (lithium aluminum hydride), C12(CC3CC(CC(C1)C3)C2)C=2C=C(C(=O)O)C=CC2OC (3-(1-adamantyl)-4-methoxybenzoic acid), C(=O)([O-])C(O)C(O)C(=O)[O-].[K+].[Na+] (sodium potassium tartrate). Reported procedure: 8 g (0.2 mol) of lithium aluminum hydride and 50 ml of anhydrous THF were introduced into a three-necked flask under a stream of nitrogen. A solution of 28.6 g (0.1 mol) of 3-(1-adamantyl)-4-methoxybenzoic acid in 260 ml of anhydrous THF was added dropwise and the mixture was heated at reflux for 16 hours. The reaction medium was cooled and hydrolyzed with 14.4 ml of sodium potassium tartrate solution. The salt was filtered off. The filtrate was evaporated and the solid obtained was triturated f... RXN SMILES: [H-].[Al+3].[Li+].[H-].[H-].[H-].[C:7]12([C:17]3[CH:18]=[C:19]([CH:23]=[CH:24][C:25]=3[O:26][CH3:27])[C:20](O)=[O:21])[CH2:16][CH:11]3[CH2:12][CH:13]([CH2:15][CH:9]([CH2:10]3)[CH2:8]1)[CH2:14]2.C(C(C(C([O-])=O)O)O)([O-])=O.[K+].[Na+]>C1COCC1>[C:7]12([C:17]3[CH:18]=[C:19]([CH2:20][OH:21])[CH:23]=[CH:24][C:25]=3[O:26][CH3:27])[CH2:8][CH:9]3[CH2:15][CH:13]([CH2:12][CH:11]([CH2:10]3)[CH2:16]1)[CH2:14]2 |f:0.1.2.3.4.5,7.8.9|. The product is C12(CC3CC(CC(C1)C3)C2)C=2C=C(C=CC2OC)CO (3-(1-adamantyl)-4-methoxybenzenemethanol). Solvent: C1CCOC1 (THF), C1CCOC1 (THF).